Dataset: the Open Reaction Database (ORD), a public repository of structured organic reaction records. Task: describe an organic reaction: reactants, conditions, products, and yield Starting materials: ClC(=O)OCC(Cl)(Cl)Cl (2,2,2-trichloroethyl chloroformate), ice, C(C)(C)(C)C=1C=C(N(N1)C)N (5-tert-butyl-2-methyl-2H-pyrazol-3-ylamine), N1=CC=CC=C1 (pyridine), C(C)(=O)OCC (ethyl acetate). Solvent: C1CCOC1 (THF), O (water). Reaction conditions: temperature 0 celsius, time 30 minute. Yields the product ClC(COC(NC=1N(N=C(C1)C(C)(C)C)C)=O)(Cl)Cl ((5-tert-Butyl-2-methyl-2H-pyrazol-3-yl)-carbamic acid 2,2,2-trichloro-ethyl Ester). As a reaction SMILES: [C:1]([C:5]1[CH:6]=[C:7]([NH2:11])[N:8]([CH3:10])[N:9]=1)([CH3:4])([CH3:3])[CH3:2].N1C=CC=CC=1.Cl[C:19]([O:21][CH2:22][C:23]([Cl:26])([Cl:25])[Cl:24])=[O:20].C(OCC)(=O)C>C1COCC1.O>[Cl:24][C:23]([Cl:26])([Cl:25])[CH2:22][O:21][C:19](=[O:20])[NH:11][C:7]1[N:8]([CH3:10])[N:9]=[C:5]([C:1]([CH3:4])([CH3:2])[CH3:3])[CH:6]=1. Procedure: To an ice-cooled solution of 5-tert-butyl-2-methyl-2H-pyrazol-3-ylamine (0.50 g, 3.26 mmol) and pyridine (0.27 mL, 3.29 mmol) in THF (THF, 10 mL) is added 2,2,2-trichloroethyl chloroformate (0.44 mL, 3.29 mmol). The reaction mixture is stirred at 0° C. for 30 min and then warmed to room temperature for 2 hours. Then the reaction mixture is distributed between ethyl acetate (100 mL) and water (100 mL). The aqueous phase is extracted with ethyl acetate (50 mL). The combined organic phases are wash... Reactants: COC=C1C(=O)NC(=O)c2ccc(Br)cc21, CN(C)CCCCCN, CN(C)C=O. Yields the product CN(C)CCCCCNC=C1C(=O)NC(=O)c2ccc(Br)cc21. Reaction SMILES: [Br:1][c:2]1[cH:3][c:4]2[c:9]([cH:10][cH:11]1)[C:8](=[O:12])[NH:7][C:6](=[O:13])[C:5]2=[CH:14][O:15][CH3:16].[CH3:17][N:18]([CH2:19][CH2:20][CH2:21][CH2:22][CH2:23][NH2:24])[CH3:25].[CH3:26][N:27]([CH3:28])[CH:29]=[O:30]>>[Br:1][c:2]1[cH:3][c:4]2[c:9]([cH:10][cH:11]1)[C:8](=[O:12])[NH:7][C:6](=[O:13])[C:5]2=[CH:14][NH:24][CH2:23][CH2:22][CH2:21][CH2:20][CH2:19][N:18]([CH3:17])[CH3:25]. The reactants are CC(=O)OI1(C=2C=CC=CC2C(=O)O1)(OC(=O)C)OC(=O)C (Dess-Martin periodinane), OC(CCCCCCCCC)C1=C(C=C(CO)C=C1)C (4-(1-Hydroxydec-1-yl)-3-methylbenzyl alcohol). Run in C(Cl)Cl (methylene chloride). Run at time 20 minute. Yields the product CC=1C=C(C=O)C=CC1C(CCCCCCCCC)=O (3-Methyl-4-decanoyl benzaldehyde). The yield is 83.2%. As a reaction SMILES: CC(OI1(OC(C)=O)(OC(C)=O)OC(=O)C2C=CC=CC1=2)=O.[OH:23][CH:24]([C:34]1[CH:41]=[CH:40][C:37]([CH2:38][OH:39])=[CH:36][C:35]=1[CH3:42])[CH2:25][CH2:26][CH2:27][CH2:28][CH2:29][CH2:30][CH2:31][CH2:32][CH3:33]>C(Cl)Cl>[CH3:42][C:35]1[CH:36]=[C:37]([CH:40]=[CH:41][C:34]=1[C:24](=[O:23])[CH2:25][CH2:26][CH2:27][CH2:28][CH2:29][CH2:30][CH2:31][CH2:32][CH3:33])[CH:38]=[O:39]. Procedure: Dess-Martin periodinane (1.00 g, 2.37 mmol) was added to a solution of 4-(1-hydroxydec-1-yl)-3-methylbenzyl alcohol (0.300 g, 1.07 mmol, from Step B) in methylene chloride (5.0 mL). After 20 min, the reaction was filtered and concentrated in vacuo. Silica gel chromatography eluting with 5% ethyl acetate/hexane gave 0.24 g (0.89 mmol, 83%) of product: 1H NMR (500 MHz) δ 10.0 (s, 1H), 7.76 (d, J=7.8 Hz, 1H), 7.74 (s, 1H), 7.66 (d, J=7.8 Hz, 1H), 2.87 (t, J=7.5 Hz, 2H), 2.51 (s, 3H), 1.66-1.74 (m, ... Reactants: C(C=C)(=O)OCC (ethyl acrylate), Cl (HCl), CN(CCCNC)C (N,N,N'-trimethyl-propane-1,3-diamine), [H-].[H-].[H-].[H-].[Li+].[Al+3] (LiAlH4). Solvent: C(C)(=O)OCC (ethyl acetate), CCOCC (ether), CCOCC (ether). Run at temperature 80 celsius, time 8 hour. The product is CN(CCCN(CCCO)C)C (N,N,N'-trimethyl-N'-(3-hydroxypropyl)propane-1,3-diamine). Reaction SMILES: [C:1]([O:5]CC)(=O)[CH:2]=[CH2:3].[CH3:8][N:9]([CH3:15])[CH2:10][CH2:11][CH2:12][NH:13][CH3:14].[H-].[H-].[H-].[H-].[Li+].[Al+3].Cl>C(OCC)(=O)C.CCOCC>[CH3:8][N:9]([CH3:15])[CH2:10][CH2:11][CH2:12][N:13]([CH3:14])[CH2:3][CH2:2][CH2:1][OH:5] |f:2.3.4.5.6.7|. Reported procedure: Under stirring, 15 g. ethyl acrylate was added to 11.6 g. N,N,N'-trimethyl-propane-1,3-diamine. Stirring was continued 8 hours at room temperature and the mixture was then heated to 80° C. for 16 hours before stripping the solvent in vacuo. The residue was dissolved in 75 ml. ether and added to a slurry of 2.1 g. LiAlH4 in 100 ml. of ether. This mixture was refluxed 2 hours. After cooling, ethyl acetate and then aqueous HCl were added and the mixture was stirred one hour. The clear, two-phase sy... Reactants: BrC=1C(=C(SC1)N)C1=NNC=N1 (4-bromo-3-(1H-1,2,4-triazol-3-yl)thiophen-2-amine), BrC=1C=C2C=CC(N(C2=CC1)CC(=O)O)=O (2-(6-bromo-2-oxoquinolin-1(2H)-yl)acetic acid). The product is BrC=1C=C2C=CC(N(C2=CC1)CC(=O)NC=1SC=C(C1C1=NNC=N1)Br)=O (2-(6-bromo-2-oxoquinolin-1(2H)-yl)-N-(4-bromo-3-(1H-1,2,4-triazol-3-yl)thiophen-2-yl)acetamide). As a reaction SMILES: [Br:1][C:2]1[C:3]([C:8]2[N:12]=[CH:11][NH:10][N:9]=2)=[C:4]([NH2:7])[S:5][CH:6]=1.[Br:13][C:14]1[CH:15]=[C:16]2[C:21](=[CH:22][CH:23]=1)[N:20]([CH2:24][C:25](O)=[O:26])[C:19](=[O:28])[CH:18]=[CH:17]2>>[Br:13][C:14]1[CH:15]=[C:16]2[C:21](=[CH:22][CH:23]=1)[N:20]([CH2:24][C:25]([NH:7][C:4]1[S:5][CH:6]=[C:2]([Br:1])[C:3]=1[C:8]1[N:12]=[CH:11][NH:10][N:9]=1)=[O:26])[C:19](=[O:28])[CH:18]=[CH:17]2. Reported procedure: The title compound was prepared from 4-bromo-3-(1H-1,2,4-triazol-3-yl)thiophen-2-amine (55 mg, 224 umol) and 2-(6-bromo-2-oxoquinolin-1(2H)-yl)acetic acid (85 mg, 301 umol) according to protocol A. HPLC purification gave 2-(6-bromo-2-oxoquinolin-1(2H)-yl)-N-(4-bromo-3-(1H-1,2,4-triazol-3-yl)thiophen-2-yl)acetamide. Method [7] retention time 5.41 min by HPLC (M+=508, 510, and 512). 1H NMR (300 MHz, CDCl3) δ 7.80 (m, 2H), 7.70 (s, 1H), 7.63 (dd, J=9.0 and 2.4 Hz, 1H), 7.19 (d, J=9.0 Hz, 1H), 6.94 ... Reactants: C([O-])([O-])=O.[K+].[K+] (potassium carbonate), C(C)(C)(C)OC(=O)NC1=C(C(=O)OC)C=CC=C1[N+](=O)[O-] (Methyl 2-t-butoxycarbonylamino-3-nitrobenzoate), Example 4 ( 1 ), C(C)#N (acetonitrile), Example 3, BrCC1=C(C=CC=C1)C1=CC=C(C#N)C=C1 (4-(2-bromomethylphenyl)benzonitrile), C(C)#N (acetonitrile). Run at temperature 82.5 celsius. Product: C(C)(C)(C)OC(=O)N(CC1=CC=C(C=C1)C1=C(C=CC=C1)C#N)C1=C(C(=O)OC)C=CC=C1[N+](=O)[O-] (methyl 2-[N-t-butoxycarbonyl-N-[(2′-cyanobiphenyl-4-yl)methyl]amino]-3-nitrobenzoate). RXN SMILES: [C:1]([O:5][C:6]([NH:8][C:9]1[C:18]([N+:19]([O-:21])=[O:20])=[CH:17][CH:16]=[CH:15][C:10]=1[C:11]([O:13][CH3:14])=[O:12])=[O:7])([CH3:4])([CH3:3])[CH3:2].Br[CH2:23][C:24]1[CH:29]=[CH:28][CH:27]=[CH:26][C:25]=1[C:30]1[CH:37]=[CH:36][C:33]([C:34]#N)=[CH:32][CH:31]=1.C(=O)([O-])[O-].[K+].[K+].C(#[N:46])C>>[C:1]([O:5][C:6]([N:8]([C:9]1[C:18]([N+:19]([O-:21])=[O:20])=[CH:17][CH:16]=[CH:15][C:10]=1[C:11]([O:13][CH3:14])=[O:12])[CH2:34][C:33]1[CH:36]=[CH:37][C:30]([C:25]2[CH:26]=[CH:27][CH:28]=[CH:29][C:24]=2[C:23]#[N:46])=[CH:31][CH:32]=1)=[O:7])([CH3:4])([CH3:2])[CH3:3] |f:2.3.4|. Procedure: Methyl 2-t-butoxycarbonylamino-3-nitrobenzoate [BAN] obtained in Reference Example 3 (354 kg), a solution of 4-(2-bromomethylphenyl)benzonitrile [BMB] in acetonitrile obtained in Reference Example 4 (1), and anhydrous potassium carbonate (475 kg) were added to acetonitrile (1600 kg), and the mixture was heated (80 to 85° C.) under reflux for about 5 hours. The reaction solution was cooled, and the insoluble were separated and washed with acetonitrile (320 kg). The filtrated washing was concentra... Starting materials: CC(C)(C)OC(=O)Nc1ccc(C#Cc2ccc(F)cc2)cc1NC(=O)CC(=O)c1cccc(-n2ccnc2)c1, ClCCl, O=C(O)C(F)(F)F. Yields the product O=C1CC(c2cccc(-n3ccnc3)c2)=Nc2ccc(C#Cc3ccc(F)cc3)cc2N1. RXN SMILES: [C:1]([O:2][C:3](=[O:4])[NH:7][c:8]1[c:9]([NH:23][C:24]([CH2:25][C:26](=[O:5])[c:28]2[cH:29][c:30](-[n:34]3[cH:35][n:36][cH:37][cH:38]3)[cH:31][cH:32][cH:33]2)=[O:39])[cH:10][c:11]([C:14]#[C:15][c:16]2[cH:17][cH:18][c:19]([F:22])[cH:20][cH:21]2)[cH:12][cH:13]1)([CH3:6])([CH3:27])[CH3:40].[Cl:48][CH2:49][Cl:50].[F:41][C:42]([F:43])([F:44])[C:45]([OH:46])=[O:47]>>[N:7]1=[C:26]([c:28]2[cH:29][c:30](-[n:34]3[cH:35][n:36][cH:37][cH:38]3)[cH:31][cH:32][cH:33]2)[CH2:25][C:24](=[O:39])[NH:23][c:9]2[c:8]1[cH:13][cH:12][c:11]([C:14]#[C:15][c:16]1[cH:17][cH:18][c:19]([F:22])[cH:20][cH:21]1)[cH:10]2. Starting materials: Cc1nc2nc(-c3nnn[nH]3)cn2c(-c2ccc(Cl)cc2Cl)c1CNC(=O)OC(C)(C)C, ClCCl, O=C(O)C(F)(F)F. RXN SMILES: [Cl:1][c:2]1[c:3](-[c:9]2[c:10]([CH2:24][NH:25][C:26](=[O:27])[O:28][C:29]([CH3:30])([CH3:31])[CH3:32])[c:11]([CH3:23])[n:12][c:13]3[n:14]2[cH:15][c:16](-[c:18]2[n:19][n:20][n:21][nH:22]2)[n:17]3)[cH:4][cH:5][c:6]([Cl:8])[cH:7]1.[Cl:40][CH2:41][Cl:42].[F:33][C:34]([C:35](=[O:36])[OH:37])([F:38])[F:39]>>[Cl:1][c:2]1[c:3](-[c:9]2[c:10]([CH2:24][NH2:25])[c:11]([CH3:23])[n:12][c:13]3[n:14]2[cH:15][c:16](-[c:18]2[n:19][n:20][n:21][nH:22]2)[n:17]3)[cH:4][cH:5][c:6]([Cl:8])[cH:7]1.[F:33][C:34]([C:35](=[O:36])[OH:37])([F:38])[F:39]. Yields the product Cc1nc2nc(-c3nnn[nH]3)cn2c(-c2ccc(Cl)cc2Cl)c1CN, O=C(O)C(F)(F)F. Reactants: CCO, NC(N)=S, CC(C)(C)OC(=O)C(C)(C(=O)OC(C)(C)C)c1ccc(C2OCCO2)c(F)c1, O. Product: CC(C)(C)OC(=O)C(C)(C(=O)OC(C)(C)C)c1ccc(C=O)c(F)c1. RXN SMILES: [CH3:33][CH2:34][OH:35].[NH2:29][C:30](=[S:31])[NH2:32].[O:1]1[CH:2]([c:6]2[c:7]([F:28])[cH:8][c:9]([C:12]([C:13](=[O:14])[O:15][C:16]([CH3:17])([CH3:18])[CH3:19])([C:20](=[O:21])[O:22][C:23]([CH3:24])([CH3:25])[CH3:26])[CH3:27])[cH:10][cH:11]2)[O:5][CH2:4][CH2:3]1.[OH2:36]>>[O:1]=[CH:2][c:6]1[c:7]([F:28])[cH:8][c:9]([C:12]([C:13](=[O:14])[O:15][C:16]([CH3:17])([CH3:18])[CH3:19])([C:20](=[O:21])[O:22][C:23]([CH3:24])([CH3:25])[CH3:26])[CH3:27])[cH:10][cH:11]1. Starting materials: ClC1=C(OC(C(=O)O)C)C=C(C(=C1)F)C1=NN(C(=C1Cl)C(F)(F)F)C (2-(2-chloro-5-(4-chloro-1-methyl-5-(trifluoromethyl)-1H-pyrazol-3-yl)-4-fluorophenoxy)-propanoic acid), C(C(=O)Cl)(=O)Cl (oxalyl chloride), acid chloride, CC(CCO)C (3-methyl-1-butanol). Reagents/catalysts: CN(C)C=O (DMF). Run in C(Cl)Cl (methylene chloride), O (water). Yields the product ClC1=C(OC(C(=O)OCCC(C)C)C)C=C(C(=C1)F)C1=NN(C(=C1Cl)C(F)(F)F)C (2-(2-chloro-5-(4-chloro-1-methyl-5-(trifluoromethyl)-1H-pyrazol-3-yl)-4-fluorophenoxy)-propanoic acid, 3-methylbutyl ester). Isolated yield 95.0%. Reaction SMILES: [Cl:1][C:2]1[CH:13]=[C:12]([F:14])[C:11]([C:15]2[C:19]([Cl:20])=[C:18]([C:21]([F:24])([F:23])[F:22])[N:17]([CH3:25])[N:16]=2)=[CH:10][C:3]=1[O:4][CH:5]([CH3:9])[C:6]([OH:8])=[O:7].C(Cl)(=O)C(Cl)=O.[CH3:32][CH:33]([CH3:37])[CH2:34][CH2:35]O>C(Cl)Cl.CN(C=O)C.O>[Cl:1][C:2]1[CH:13]=[C:12]([F:14])[C:11]([C:15]2[C:19]([Cl:20])=[C:18]([C:21]([F:23])([F:24])[F:22])[N:17]([CH3:25])[N:16]=2)=[CH:10][C:3]=1[O:4][CH:5]([CH3:9])[C:6]([O:8][CH2:35][CH2:34][CH:33]([CH3:37])[CH3:32])=[O:7]. Reported procedure: To a solution of 1.9 g (5.0 mmole) of 2-(2-chloro-5-(4-chloro-1-methyl-5-(trifluoromethyl)-1H-pyrazol-3-yl)-4-fluorophenoxy)-propanoic acid in 50 mL methylene chloride was added 1.3 mL (15.0 mmole) oxalyl chloride over 5 minutes, causing the evolution of gas. When this evolution ceased, one drop of DMF was added and the solution stirred until the gas evolution ceased. The solution was stripped to dryness in vacuo. The acid chloride was dissolved in 40 mL of 3-methyl-1-butanol and heated to reflu...